From a dataset of the Open Reaction Database (ORD), a public repository of structured organic reaction records. describe an organic reaction: reactants, conditions, products, and yield Reactants: C1(=CC=CC=C1)C1(OC(N2C1CNCC2)=O)C2=CC=CC=C2 (hexahydro-1,1-diphenyl-3H-oxazolo[3,4-a]pyrazin-3-one), C(C)(C)N(CC)C(C)C (diisopropylethylamine), C(OC1=CC=C(C=C1)F)(=O)Cl (4-fluorophenyl chlorocarbonate). Solvent: O1CCCC1 (tetrahydrofuran). Conditions: time 2 hour. Yields the product FC1=CC=C(C=C1)OC(=O)N1CC2N(CC1)C(OC2(C2=CC=CC=C2)C2=CC=CC=C2)=O ((4-Fluorophenyl)tetrahydro-3-oxo-1,1-diphenyl-3H-oxazolo[3,4-a]pyrazine-7(1H)-carboxylate). The yield is 78.9%. Reaction SMILES: [C:1]1([C:7]2([C:17]3[CH:22]=[CH:21][CH:20]=[CH:19][CH:18]=3)[CH:11]3[CH2:12][NH:13][CH2:14][CH2:15][N:10]3[C:9](=[O:16])[O:8]2)[CH:6]=[CH:5][CH:4]=[CH:3][CH:2]=1.C(N(C(C)C)CC)(C)C.[C:32](Cl)(=[O:41])[O:33][C:34]1[CH:39]=[CH:38][C:37]([F:40])=[CH:36][CH:35]=1>O1CCCC1>[F:40][C:37]1[CH:38]=[CH:39][C:34]([O:33][C:32]([N:13]2[CH2:14][CH2:15][N:10]3[C:9](=[O:16])[O:8][C:7]([C:1]4[CH:6]=[CH:5][CH:4]=[CH:3][CH:2]=4)([C:17]4[CH:18]=[CH:19][CH:20]=[CH:21][CH:22]=4)[CH:11]3[CH2:12]2)=[O:41])=[CH:35][CH:36]=1. Procedure details: To a solution of hexahydro-1,1-diphenyl-3H-oxazolo[3,4-a]pyrazin-3-one (50 mg, 0.17 mmol) in tetrahydrofuran (2 mL) were sequentially added diisopropylethylamine (0.30 mL, 1.7 mmol) and 4-fluorophenyl chlorocarbonate (45 mg, 0.26 mmol), and the mixture was stirred at room temperature for 2 hours. The reaction solution was concentrated, and the residue was purified with silica gel column chromatography (hexane:ethyl acetate=3:1) and crystallized from diisopropyl ether to obtain the title compound... Reactants: C(C1=CC=CC=C1)OC(=O)N1C[C@@H]2N(CC[C@@H]2C1)C1=CC=C(C=C1)C1=CC=C(C=C1)C#N ((3aR,6aR)-1-(4′-Cyano-biphenyl-4-yl)-hexahydro-pyrrolo[3,4-b]pyrrole-5-carboxylic acid benzyl ester). The solvent is FC(C(=O)O)(F)F (trifluoroacetic acid). The product is N1([C@@H]2[C@H](CC1)CNC2)C2=CC=C(C=C2)C2=CC=C(C=C2)C#N ((3aR,6aR)-4′-(Hexahydro-pyrrolo[3,4-b]pyrrol-1-yl)-biphenyl-4-carbonitrile). The yield is 64.4%. RXN SMILES: C(OC([N:11]1[CH2:18][C@@H:17]2[C@@H:13]([N:14]([C:19]3[CH:24]=[CH:23][C:22]([C:25]4[CH:30]=[CH:29][C:28]([C:31]#[N:32])=[CH:27][CH:26]=4)=[CH:21][CH:20]=3)[CH2:15][CH2:16]2)[CH2:12]1)=O)C1C=CC=CC=1>FC(F)(F)C(O)=O>[N:14]1([C:19]2[CH:20]=[CH:21][C:22]([C:25]3[CH:30]=[CH:29][C:28]([C:31]#[N:32])=[CH:27][CH:26]=3)=[CH:23][CH:24]=2)[CH2:15][CH2:16][C@@H:17]2[CH2:18][NH:11][CH2:12][C@H:13]12. Procedure details: The product of Example 1D ((3aR,6aR)-1-(4′-Cyano-biphenyl-4-yl)-hexahydro-pyrrolo[3,4-b]pyrrole-5-carboxylic acid benzyl ester) (750 mg, 1.77 mmole) was refluxed in 10 ml trifluoroacetic acid for 2.5 hours. The solution was concentrated and triturated with dichloromethane. The residue was redissolved in dichloromethane and stirred with sodium bicarbonate powder. The solution was loaded on a silica gel column and purified by chromatography (0.6% ammonium hydroxide and 6% methanol in dichlorometha... Reactants: CC[Si](CC)(CC)OC1(C(F)(F)F)C=CC(=O)C=C1, CCO, Cl, O. The product is O=C1C=CC(O)(C(F)(F)F)C=C1. Reaction SMILES: [CH2:1]([Si:2]([CH2:3][CH3:16])([O:4][C:5]1([C:12]([F:13])([F:14])[F:15])[CH:6]=[CH:7][C:8](=[O:11])[CH:9]=[CH:10]1)[CH2:17][CH3:18])[CH3:19].[CH3:21][CH2:22][OH:23].[ClH:20].[OH2:24]>>[OH:4][C:5]1([C:12]([F:13])([F:14])[F:15])[CH:6]=[CH:7][C:8](=[O:11])[CH:9]=[CH:10]1. Reactants: CC(C)(C)OC(=O)N1CCNCC1, CCN(C(C)C)C(C)C, ClCCl, O=C(Cl)c1ccccc1C(F)(F)F. Yields the product CC(C)(C)OC(=O)N1CCN(C(=O)c2ccccc2C(F)(F)F)CC1. Reaction SMILES: [C:1](=[O:2])([O:3][C:4]([CH3:5])([CH3:6])[CH3:7])[N:8]1[CH2:9][CH2:10][NH:11][CH2:12][CH2:13]1.[CH:14]([N:15]([CH:16]([CH3:17])[CH3:18])[CH2:19][CH3:20])([CH3:21])[CH3:22].[Cl:36][CH2:37][Cl:38].[F:23][C:24]([c:25]1[c:26]([C:27](=[O:28])[Cl:29])[cH:30][cH:31][cH:32][cH:33]1)([F:34])[F:35]>>[C:1](=[O:2])([O:3][C:4]([CH3:5])([CH3:6])[CH3:7])[N:8]1[CH2:9][CH2:10][N:11]([C:27]([c:26]2[c:25]([C:24]([F:23])([F:34])[F:35])[cH:33][cH:32][cH:31][cH:30]2)=[O:28])[CH2:12][CH2:13]1. Conditions: temperature 40 celsius, time 6 hour. Procedure: (S)-3,5-dichloro-4-(2-(3-(cyclopropylmethoxy)-4-(difluoromethoxy)phenyl)-2-(2-(3,4-dimethoxyphenylsulfonamido)acetoxy)ethyl)pyridine 1-oxide (30 mg, 0.04 mmol) was dissolved in DMF (1 ml), then 4-(2 chloroethyl)morpholine free base (33 mg, 0.22 mmol), K2CO3 (12 mg, 0.088 mmol) and KI (7 mg, 0.0044 mmol) were added, and the mixture was stirred at 40° C. for 6 hours. The reaction was diluted with water, and the product was extracted with EtOAc. The organic phase was dried over Na2SO4 and evaporate... The reactants are ClCCN1CCOCC1 (4-(2 chloroethyl)morpholine), C(=O)([O-])[O-].[K+].[K+] (K2CO3), ClC=1C=[N+](C=C(C1C[C@H](OC(CNS(=O)(=O)C1=CC(=C(C=C1)OC)OC)=O)C1=CC(=C(C=C1)OC(F)F)OCC1CC1)Cl)[O-] ((S)-3,5-dichloro-4-(2-(3-(cyclopropylmethoxy)-4-(difluoromethoxy)phenyl)-2-(2-(3,4-dimethoxyphenylsulfonamido)acetoxy)ethyl)pyridine 1-oxide). RXN SMILES: [Cl:1][C:2]1[CH:3]=[N+:4]([O-:44])[CH:5]=[C:6]([Cl:43])[C:7]=1[CH2:8][C@@H:9]([C:28]1[CH:33]=[CH:32][C:31]([O:34][CH:35]([F:37])[F:36])=[C:30]([O:38][CH2:39][CH:40]2[CH2:42][CH2:41]2)[CH:29]=1)[O:10][C:11](=[O:27])[CH2:12][NH:13][S:14]([C:17]1[CH:22]=[CH:21][C:20]([O:23][CH3:24])=[C:19]([O:25][CH3:26])[CH:18]=1)(=[O:16])=[O:15].Cl[CH2:46][CH2:47][N:48]1[CH2:53][CH2:52][O:51][CH2:50][CH2:49]1.C([O-])([O-])=O.[K+].[K+]>CN(C=O)C.O>[Cl:1][C:2]1[CH:3]=[N+:4]([O-:44])[CH:5]=[C:6]([Cl:43])[C:7]=1[CH2:8][C@@H:9]([C:28]1[CH:33]=[CH:32][C:31]([O:34][CH:35]([F:36])[F:37])=[C:30]([O:38][CH2:39][CH:40]2[CH2:42][CH2:41]2)[CH:29]=1)[O:10][C:11](=[O:27])[CH2:12][N:13]([CH2:46][CH2:47][N:48]1[CH2:53][CH2:52][O:51][CH2:50][CH2:49]1)[S:14]([C:17]1[CH:22]=[CH:21][C:20]([O:23][CH3:24])=[C:19]([O:25][CH3:26])[CH:18]=1)(=[O:15])=[O:16] |f:2.3.4|. The solvent is O (water), CN(C)C=O (DMF). Yields the product ClC=1C=[N+](C=C(C1C[C@H](OC(CN(S(=O)(=O)C1=CC(=C(C=C1)OC)OC)CCN1CCOCC1)=O)C1=CC(=C(C=C1)OC(F)F)OCC1CC1)Cl)[O-] ((S)-3,5-dichloro-4-(2-(3-(cyclopropylmethoxy)-4-(difluoromethoxy)phenyl)-2-(2-(3,4-dimethoxy-N-(2-morpholinoethyl)-phenylsulfonamido)acetoxy)ethyl)pyridine 1-oxide). The yield is 79.0%. The reactants are CO, O=C(OCc1ccccc1)N1CCCC1c1ccc(C2Nc3cccc4c(=O)[nH]nc(c34)C2c2ccc(F)cc2)cc1, [H][H]. Yields the product O=c1[nH]nc2c3c(cccc13)NC(c1ccc(C3CCCN3)cc1)C2c1ccc(F)cc1. As a reaction SMILES: [CH3:45][OH:46].[F:1][c:2]1[cH:3][cH:4][c:5]([CH:8]2[CH:9]([c:22]3[cH:23][cH:24][c:25]([CH:28]4[N:29]([C:33]([O:34][CH2:35][c:36]5[cH:37][cH:38][cH:39][cH:40][cH:41]5)=[O:42])[CH2:30][CH2:31][CH2:32]4)[cH:26][cH:27]3)[NH:10][c:11]3[c:12]4[c:13]2[n:14][nH:15][c:16](=[O:21])[c:17]4[cH:18][cH:19][cH:20]3)[cH:6][cH:7]1.[H:43][H:44]>>[F:1][c:2]1[cH:3][cH:4][c:5]([CH:8]2[CH:9]([c:22]3[cH:23][cH:24][c:25]([CH:28]4[NH:29][CH2:30][CH2:31][CH2:32]4)[cH:26][cH:27]3)[NH:10][c:11]3[c:12]4[c:13]2[n:14][nH:15][c:16](=[O:21])[c:17]4[cH:18][cH:19][cH:20]3)[cH:6][cH:7]1. Reactants: BrC1=CC=C(C=O)C=C1 (4-Bromobenzaldehyde), C(CCC)[Li] (n-Butyllithium), C(C)CS(=O)(=O)[O-] (ethylmethanesulfonate), P(=O)(OCC)(OCC)Cl (diethyl chlorophosphate). The solvent is C1CCOC1 (THF), O (Water), C1CCOC1 (THF). Reaction conditions: temperature 0 celsius, time 15 minute. The product is BrC1=CC=C(C=C1)\C=C\S(=O)(=O)OCC (1-Bromo-4-[(E)-2-ethoxysulfonylethenyl]benzene). The yield is 63.9%. Reaction SMILES: C([Li])CCC.[CH2:6]([CH2:8][S:9]([O-:12])(=[O:11])=[O:10])[CH3:7].P(Cl)(O[CH2:19][CH3:20])(OCC)=O.[Br:22][C:23]1[CH:30]=[CH:29]C(C=O)=[CH:25][CH:24]=1>C1COCC1.O>[Br:22][C:23]1[CH:30]=[CH:29][C:7](/[CH:6]=[CH:8]/[S:9]([O:12][CH2:19][CH3:20])(=[O:11])=[O:10])=[CH:25][CH:24]=1. Reported procedure: n-Butyllithium (59.0 mL, 1.6M solution in hexanes) was added dropwise during 25 min to a solution of ethylmethanesulfonate (9.1 mL, 86 mmol) in THF (200 mL) at −78° C. The reaction mixture was stirred for 15 min then diethyl chlorophosphate (7.2 ml, 50 mmol) was added dropwise. The solution was stirred at −78° C. for 30 min, allowed to warm to 0° C. and then cooled to −78° C. again. 4-Bromobenzaldehyde (9.2 g, 50 mmol) in THF (50 mL) was then added dropwise during 15 minutes and the resulting mi...